Dataset: the Open Reaction Database (ORD), a public repository of structured organic reaction records. Task: describe an organic reaction: reactants, conditions, products, and yield The reactants are C(C)(=O)OCC1=C(N2C(C(C2SC1)NC(CC=1N=C(SC1)C1=C(C=CC=C1)O)=O)=O)C(=O)O (3-[(Acetyloxy)methyl]-7-[[[2-(2-hydroxyphenyl)-4-thiazolyl]acetyl]amino]-8-oxo-5-thia-1-azabicyclo[4.2.0]oct-2-ene-2-carboxylic Acid), C1(=CC=CC=C1)C(C1=CC=CC=C1)OC(=O)C=1N2C(C(C2SCC1)NC(CC=1N=C(SC1)C1=CC(=CC=C1)O)=O)=O (7-[[[2-(3-Hydroxyphenyl)-4-thiazolyl]acetyl]amino]-8-oxo-5-thia-1-azabicyclo[4.2.0]oct-2-ene-2-carboxylic Acid Diphenylmethyl Ester), [SiH](CC)(CC)CC (Et3SiH), FC(C(=O)O)(F)F (trifluoroacetic acid). Run in C(CCl)Cl (ClCH2CH2Cl). The product is OC=1C=C(C=CC1)C=1SC=C(N1)CC(=O)NC1C2SCC=C(N2C1=O)C(=O)O (7-[[[2-(3-Hydroxyphenyl)-4-thiazolyl]acetyl]amino]-8-oxo-5-thia-1-azabicyclo[4.2.0]oct-2-ene-2-carboxylic Acid). The yield is 99.1%. RXN SMILES: C(OCC1CSC2N(C(=O)C2NC(=O)CC2N=C(C3C=CC=CC=3O)SC=2)C=1C(O)=O)(=O)C.C1(C([O:47][C:48]([C:50]2[N:51]3[CH:54]([S:55][CH2:56][CH:57]=2)[CH:53]([NH:58][C:59](=[O:73])[CH2:60][C:61]2[N:62]=[C:63]([C:66]4[CH:71]=[CH:70][CH:69]=[C:68]([OH:72])[CH:67]=4)[S:64][CH:65]=2)[C:52]3=[O:74])=[O:49])C2C=CC=CC=2)C=CC=CC=1.[SiH](CC)(CC)CC.FC(F)(F)C(O)=O>C(Cl)CCl>[OH:72][C:68]1[CH:67]=[C:66]([C:63]2[S:64][CH:65]=[C:61]([CH2:60][C:59]([NH:58][CH:53]3[C:52](=[O:74])[N:51]4[CH:54]3[S:55][CH2:56][CH:57]=[C:50]4[C:48]([OH:49])=[O:47])=[O:73])[N:62]=2)[CH:71]=[CH:70][CH:69]=1. Reported procedure: The procedure used for the preparation of 9a was repeated with 8n (152 mg, 0.261 mmol), Et3SiH (0.417 mL, 2.61 mmol), and trifluoroacetic acid (0.804 mL, 10.4 mmol) in dry ClCH2CH2Cl (4 mL) at 0° C. under nitrogen to give 9n (108 mg, 99%) as a white solid after crystallization from THF/Et2O/hexane. mp 195° C. (dec); IR (KBr) 3600-2600 (br), 3343, 1787, 1682, 1532 cm-1 ; 1H NMR (DMSO-d6) δ3.49 (1H, dd, J=19.0 and 6.0 Hz), 3.59 (1H, dd, J=19.0 and 2.6 Hz ), 3.73 (2H, s, CH2), 5.01 (1H, d, J=4.9 Hz... Reactants: N#Cc1nn(-c2c(Cl)cc(C(F)(F)F)cc2Cl)c(C=O)c1SC(F)(F)F, CCCC[N+](CCCC)(CCCC)CCCC, Cl, [F-], C[Si](C)(C)C(F)(F)F, C1CCOC1. Yields the product N#Cc1nn(-c2c(Cl)cc(C(F)(F)F)cc2Cl)c(C(O)C(F)(F)F)c1SC(F)(F)F. As a reaction SMILES: [C:1](#[N:2])[c:3]1[n:4][n:5](-[c:15]2[c:16]([Cl:26])[cH:17][c:18]([C:22]([F:23])([F:24])[F:25])[cH:19][c:20]2[Cl:21])[c:6]([CH:13]=[O:14])[c:7]1[S:8][C:9]([F:10])([F:11])[F:12].[CH2:36]([N+:37]([CH2:38][CH2:39][CH2:40][CH3:41])([CH2:42][CH2:43][CH2:44][CH3:45])[CH2:46][CH2:47][CH2:48][CH3:49])[CH2:50][CH2:51][CH3:52].[ClH:53].[F-:35].[F:27][C:28]([F:29])([F:30])[Si:31]([CH3:32])([CH3:33])[CH3:34].[O:54]1[CH2:55][CH2:56][CH2:57][CH2:58]1>>[C:1](#[N:2])[c:3]1[n:4][n:5](-[c:15]2[c:16]([Cl:26])[cH:17][c:18]([C:22]([F:23])([F:24])[F:25])[cH:19][c:20]2[Cl:21])[c:6]([CH:13]([OH:14])[C:28]([F:27])([F:29])[F:30])[c:7]1[S:8][C:9]([F:10])([F:11])[F:12]. The reactants are FCCBr, CCOC(=O)c1c[nH]c2c(F)c(C(C)=O)c(F)cc2c1=O, CN(C)C=O, [H-], [Na+]. The product is CCOC(=O)c1cn(CCF)c2c(F)c(C(C)=O)c(F)cc2c1=O. Reaction SMILES: [Br:24][CH2:25][CH2:26][F:27].[C:3]([CH3:4])(=[O:5])[c:6]1[c:7]([F:23])[cH:8][c:9]2[c:10](=[O:22])[c:11]([C:17](=[O:18])[O:19][CH2:20][CH3:21])[cH:12][nH:13][c:14]2[c:15]1[F:16].[CH3:28][N:29]([CH3:30])[CH:31]=[O:32].[H-:1].[Na+:2]>>[C:3]([CH3:4])(=[O:5])[c:6]1[c:7]([F:23])[cH:8][c:9]2[c:10](=[O:22])[c:11]([C:17](=[O:18])[O:19][CH2:20][CH3:21])[cH:12][n:13]([CH2:25][CH2:26][F:27])[c:14]2[c:15]1[F:16]. Starting materials: O=C(OCc1ccccc1)N1CCCC(CCBr)C1, CCCC(C)Oc1nc(N)c2nc(OC)[nH]c2n1, O=C(O)C(F)(F)F, CCCCOc1nc(N)c2nc(OC)n(CCCC3CCCCN3C(=O)OCc3ccccc3)c2n1. Yields the product CCCC(C)Oc1nc(N)c2nc(OC)n(CCC3CCCN(C(=O)OCc4ccccc4)C3)c2n1. As a reaction SMILES: [Br:62][CH2:63][CH2:64][CH:65]1[CH2:66][N:67]([C:71](=[O:72])[O:73][CH2:74][c:75]2[cH:76][cH:77][cH:78][cH:79][cH:80]2)[CH2:68][CH2:69][CH2:70]1.[CH3:44][CH:45]([CH2:46][CH2:47][CH3:48])[O:49][c:50]1[n:51][c:52]([NH2:61])[c:53]2[n:54][c:55]([O:59][CH3:60])[nH:56][c:57]2[n:58]1.[F:37][C:38]([F:39])([F:40])[C:41]([OH:42])=[O:43].[NH2:1][c:2]1[n:3][c:4]([O:5][CH2:6][CH2:7][CH2:8][CH3:9])[n:10][c:11]2[c:12]1[n:13][c:14]([O:15][CH3:16])[n:17]2[CH2:18][CH2:19][CH2:20][CH:21]1[CH2:22][CH2:23][CH2:24][CH2:25][N:26]1[C:27]([O:28][CH2:29][c:30]1[cH:31][cH:32][cH:33][cH:34][cH:35]1)=[O:36]>>[CH3:44][CH:45]([CH2:46][CH2:47][CH3:48])[O:49][c:50]1[n:51][c:52]([NH2:61])[c:53]2[n:54][c:55]([O:59][CH3:60])[n:56]([CH2:63][CH2:64][CH:65]3[CH2:66][N:67]([C:71](=[O:72])[O:73][CH2:74][c:75]4[cH:76][cH:77][cH:78][cH:79][cH:80]4)[CH2:68][CH2:69][CH2:70]3)[c:57]2[n:58]1. Starting materials: C(#N)C(C1=CC=CC=C1)N(C)C1=CC=C(C=C1)CN1C(=NC=2C1=NC(=CC2C)C)CC (3-[4-(N-(1-cyano-1-phenylmethyl)-N- methylamino)phenylmethyl]-5,7-dimethyl-2-ethyl-3H-imidazo[4,5-b]pyridine), C[Sn](C)(C)N=[N+]=[N-] (trimethylstannyl azide). The solvent is C1(=CC=CC=C1)C (toluene). Yields the product N1N=NN=C1C(C1=CC=CC=C1)N(C)C1=CC=C(C=C1)CN1C(=NC=2C1=NC(=CC2C)C)CC (3-[4-(N-(1-(tetrazol-5-yl)-1-phenylmethyl)-N-methylamino)phenylmethyl]-5,7-dimethyl-2-ethyl-3H-imidazo[4,5-b]-pyridine). The yield is 79.5%. RXN SMILES: [C:1]([CH:3]([N:10]([C:12]1[CH:17]=[CH:16][C:15]([CH2:18][N:19]2[C:23]3=[N:24][C:25]([CH3:29])=[CH:26][C:27]([CH3:28])=[C:22]3[N:21]=[C:20]2[CH2:30][CH3:31])=[CH:14][CH:13]=1)[CH3:11])[C:4]1[CH:9]=[CH:8][CH:7]=[CH:6][CH:5]=1)#[N:2].C[Sn]([N:36]=[N+:37]=[N-:38])(C)C>C1(C)C=CC=CC=1>[NH:36]1[C:1]([CH:3]([N:10]([C:12]2[CH:13]=[CH:14][C:15]([CH2:18][N:19]3[C:23]4=[N:24][C:25]([CH3:29])=[CH:26][C:27]([CH3:28])=[C:22]4[N:21]=[C:20]3[CH2:30][CH3:31])=[CH:16][CH:17]=2)[CH3:11])[C:4]2[CH:5]=[CH:6][CH:7]=[CH:8][CH:9]=2)=[N:2][N:38]=[N:37]1. Procedure: To a solution of 101 mg (0.25 mmol) of the product of Step A dissolved in 5.0 mL toluene was added 154 mg (0.75 mmol) of trimethylstannyl azide, and the mixture was stirred and heated at reflux for 24 hours. The reaction mixture was evaporated in vacuo, the residue was redissolved in 5.0 mL THF and then treated with 0.5 mL of a 1.0N HCl solution at 0° C. After stirring for 10 minutes, the reaction mixture was concentrated in vacuo, and the water was removed by azeotropic distillation with toluen... Conditions: temperature 90 celsius. Starting materials: O=CC1=CC(OCC)=C(O)C=C1 (ethylvanillin), C(C(C)C)(=O)OC(C(C)C)=O (isobutyric anhydride). Yields the product C(C(C)C)(=O)O.O=CC1=CC(OCC)=C(O)C=C1 (ethylvanillin isobutyrate). Isolated yield 71.6%. Reaction SMILES: [O:1]=[CH:2][C:3]1[CH:12]=[CH:11][C:9]([OH:10])=[C:5]([O:6][CH2:7][CH3:8])[CH:4]=1.[C:13]([O:18]C(=O)C(C)C)(=[O:17])[CH:14]([CH3:16])[CH3:15]>>[C:13]([OH:18])(=[O:17])[CH:14]([CH3:16])[CH3:15].[O:1]=[CH:2][C:3]1[CH:12]=[CH:11][C:9]([OH:10])=[C:5]([O:6][CH2:7][CH3:8])[CH:4]=1 |f:2.3|. Procedure details: 166 g of ethylvanillin are introduced into a 500 ml three-neck flask fitted with a 30 cm packed column and melted, and 189.6 g of isobutyric anhydride are added at a maximum temperature of 100° C. The reaction is only slightly exothermic. When addition is complete, the isobutyric acid can firstly be distilled off at a still temperature of 120° C. and 150 mbar, and iso-butyric acid and excess anhydride can finally be distilled at up to 130° C. and 20 mbar. The system is allowed to cool to 90° C.,... The reactants are CCOc1ccc(C(=O)Cl)cc1OC, CCOc1ccc(C(=O)O)cc1OC, CC1CC(O)c2ccccc2N1, c1ccncc1. The product is CCOc1ccc(C(=O)N2c3ccccc3C(O)CC2C)cc1OC. As a reaction SMILES: [CH2:13]([CH3:14])[O:15][c:16]1[c:17]([O:25][CH3:26])[cH:18][c:19]([C:20](=[O:21])[Cl:22])[cH:23][cH:24]1.[CH2:27]([O:28][c:29]1[cH:30][cH:31][c:32]([C:33]([OH:34])=[O:35])[cH:36][c:37]1[O:38][CH3:39])[CH3:40].[CH3:1][CH:2]1[NH:3][c:4]2[cH:5][cH:6][cH:7][cH:8][c:9]2[CH:10]([OH:12])[CH2:11]1.[cH:41]1[cH:42][cH:43][n:44][cH:45][cH:46]1>>[CH3:1][CH:2]1[N:3]([C:20]([c:19]2[cH:18][c:17]([O:25][CH3:26])[c:16]([O:15][CH2:13][CH3:14])[cH:24][cH:23]2)=[O:21])[c:4]2[cH:5][cH:6][cH:7][cH:8][c:9]2[CH:10]([OH:12])[CH2:11]1.